From a dataset of the Open Reaction Database (ORD), a public repository of structured organic reaction records. describe an organic reaction: reactants, conditions, products, and yield Starting materials: CCN(CC)C(=O)C(Cc1ccc([N+](=O)[O-])cc1)C(=O)NS(=O)(=O)c1ccc2ccccc2c1, NC(c1ccccc1)c1ccccc1. The product is O=C(NC(c1ccccc1)c1ccccc1)C(Cc1ccc([N+](=O)[O-])cc1)C(=O)NS(=O)(=O)c1ccc2ccccc2c1. As a reaction SMILES: [CH2:1]([N:2]([CH2:3][CH3:33])[C:4]([CH:5]([C:6](=[O:7])[NH:8][S:9](=[O:10])(=[O:11])[c:12]1[cH:13][c:14]2[cH:15][cH:16][cH:17][cH:18][c:19]2[cH:20][cH:21]1)[CH2:22][c:23]1[cH:24][cH:25][c:26]([N+:29](=[O:30])[O-:31])[cH:27][cH:28]1)=[O:32])[CH3:34].[CH:35]([c:36]1[cH:37][cH:38][cH:39][cH:40][cH:41]1)([c:42]1[cH:43][cH:44][cH:45][cH:46][cH:47]1)[NH2:48]>>[C:4]([CH:5]([C:6](=[O:7])[NH:8][S:9](=[O:10])(=[O:11])[c:12]1[cH:13][c:14]2[cH:15][cH:16][cH:17][cH:18][c:19]2[cH:20][cH:21]1)[CH2:22][c:23]1[cH:24][cH:25][c:26]([N+:29](=[O:30])[O-:31])[cH:27][cH:28]1)(=[O:32])[NH:48][CH:35]([c:36]1[cH:37][cH:38][cH:39][cH:40][cH:41]1)[c:42]1[cH:43][cH:44][cH:45][cH:46][cH:47]1. Reactants: ClCCl, CNN, CSc1nnc(N=C=O)s1, NN. Product: CSc1nnc(NC(=O)N(C)N)s1. RXN SMILES: [CH2:16]([Cl:17])[Cl:18].[CH3:1][NH:2][NH2:3].[CH3:4][S:5][c:6]1[n:7][n:8][c:9]([N:11]=[C:12]=[O:13])[s:10]1.[NH2:14][NH2:15]>>[CH3:1][N:2]([NH2:3])[C:12]([NH:11][c:9]1[n:8][n:7][c:6]([S:5][CH3:4])[s:10]1)=[O:13]. The reactants are C=CCc1ccccc1, CCOCC, O=C(Cl)C(Cl)(Cl)Cl, [Cu], O=P(Cl)(Cl)Cl, [Zn]. Product: O=C1CC(Cc2ccccc2)C1(Cl)Cl. As a reaction SMILES: [CH2:1]([CH:2]=[CH2:3])[c:4]1[cH:5][cH:6][cH:7][cH:8][cH:9]1.[CH2:22]([O:23][CH2:24][CH3:25])[CH3:26].[Cl:10][C:11]([C:12](=[O:13])[Cl:15])([Cl:14])[Cl:16].[Cu:27].[P:17]([Cl:18])([Cl:19])([Cl:20])=[O:21].[Zn:28]>>[CH2:1]([CH:2]1[CH2:3][C:12](=[O:13])[C:11]1([Cl:10])[Cl:16])[c:4]1[cH:5][cH:6][cH:7][cH:8][cH:9]1. Reactants: ClC1=CC(=C(C(=O)O)C=C1)NC1=CC=C(C=C1)OC (4-chloro-2-(4-methoxyphenylamino)benzoic acid), B(Br)(Br)Br (boron tribromide), ( b ). The product is ClC1=CC(=C(C(=O)O)C=C1)NC1=CC=C(C=C1)O (4-Chloro-2-(4-hydroxyphenylamino)benzoic acid). RXN SMILES: [Cl:1][C:2]1[CH:10]=[CH:9][C:5]([C:6]([OH:8])=[O:7])=[C:4]([NH:11][C:12]2[CH:17]=[CH:16][C:15]([O:18]C)=[CH:14][CH:13]=2)[CH:3]=1.B(Br)(Br)Br>>[Cl:1][C:2]1[CH:10]=[CH:9][C:5]([C:6]([OH:8])=[O:7])=[C:4]([NH:11][C:12]2[CH:17]=[CH:16][C:15]([OH:18])=[CH:14][CH:13]=2)[CH:3]=1. Reported procedure: 4-Chloro-2-(4-hydroxyphenylamino)benzoic acid [XI; R=4Cl, R"=H, OH at 4-position] was prepared by reaction of 4-chloro-2-(4-methoxyphenylamino)benzoic acid with boron tribromide according to the procedure of Example 3, part (b), and obtained as a gray solid, m.p. 164°-165° C. Reactants: C[Mg]Cl (Methylmagnesium chloride), C(Cl)Cl (DCM), FC1=C(C=CC(=C1)F)C=1N=C2OC=CN2C1C=1C=CC=2N(N1)C(=NN2)C(=O)OCC (ethyl 6-(6-(2,4-difluorophenyl)imidazo[2,1-b]oxazol-5-yl)-[1,2,4]triazolo[4,3-b]pyridazine-3-carboxylate), [Cl-].[NH4+] (ammonium chloride). Run in C1CCOC1 (THF), O (water). Run at temperature -30 celsius, time 25 minute. Product: FC1=C(C=CC(=C1)F)C=1N=C2OC=CN2C1C=1C=CC=2N(N1)C(=NN2)C(C)=O (1-(6-(6-(2,4-Difluorophenyl)imidazo[2,1-b]oxazol-5-yl)-[1,2,4]-triazolo[4,3-b]pyridazin-3-yl)ethanone). Reaction SMILES: [F:1][C:2]1[CH:7]=[C:6]([F:8])[CH:5]=[CH:4][C:3]=1[C:9]1[N:10]=[C:11]2[N:15]([C:16]=1[C:17]1[CH:18]=[CH:19][C:20]3[N:21]([C:23]([C:26](OCC)=[O:27])=[N:24][N:25]=3)[N:22]=1)[CH:14]=[CH:13][O:12]2.[CH3:31][Mg]Cl.[Cl-].[NH4+].C(Cl)Cl>C1COCC1.O>[F:1][C:2]1[CH:7]=[C:6]([F:8])[CH:5]=[CH:4][C:3]=1[C:9]1[N:10]=[C:11]2[N:15]([C:16]=1[C:17]1[CH:18]=[CH:19][C:20]3[N:21]([C:23]([C:26](=[O:27])[CH3:31])=[N:24][N:25]=3)[N:22]=1)[CH:14]=[CH:13][O:12]2 |f:2.3|. Procedure details: In a 100 mL round-bottomed flask, ethyl 6-(6-(2,4-difluorophenyl)imidazo[2,1-b]oxazol-5-yl)-[1,2,4]triazolo[4,3-b]pyridazine-3-carboxylate (2.00 g, 4.87 mmol, Example #37, Step D) was suspended in THF (30 mL) and cooled to about −30° C. Methylmagnesium chloride (3.0 M in THF, 6.50 mL, 19.5 mmol) was added over about 10 min to the suspension. The mixture was stirred for about 25 min at about −30° C., followed by slow addition of a saturated solution of ammonium chloride (15 mL). The suspension wa... The reactants are CC(=O)O, CCO, Cc1cc([N+](=O)[O-])ccc1OC(F)F, [Fe], O. Product: Cc1cc(N)ccc1OC(F)F. As a reaction SMILES: [CH3:15][C:16](=[O:17])[OH:18].[CH3:19][CH2:20][OH:21].[F:1][CH:2]([O:3][c:4]1[c:5]([CH3:13])[cH:6][c:7]([N+:10]([O-:11])=[O:12])[cH:8][cH:9]1)[F:14].[Fe:23].[OH2:22]>>[F:1][CH:2]([O:3][c:4]1[c:5]([CH3:13])[cH:6][c:7]([NH2:10])[cH:8][cH:9]1)[F:14].